This data is from the Open Reaction Database (ORD), a public repository of structured organic reaction records. The task is: describe an organic reaction: reactants, conditions, products, and yield The reactants are Cc1ccc(S(=O)(=O)[O-])cc1, CCOCC, OC1CCC2(CCCO2)CC1, O. Yields the product C1=CCC2(CC1)CCCO2. Reaction SMILES: [CH3:12][c:13]1[cH:14][cH:15][c:16]([S:17](=[O:18])(=[O:19])[O-:20])[cH:21][cH:22]1.[CH3:24][CH2:25][O:26][CH2:27][CH3:28].[O:1]1[CH2:2][CH2:3][CH2:4][C:5]12[CH2:6][CH2:7][CH:8]([OH:11])[CH2:9][CH2:10]2.[OH2:23]>>[O:1]1[CH2:2][CH2:3][CH2:4][C:5]12[CH2:6][CH:7]=[CH:8][CH2:9][CH2:10]2. Starting materials: NC1=CC2=C(SC=C2)C=C1 (5-Aminobenzo[b]thiophene), ClCCOCCCl (bis-(2-chloroethyl)ether), [OH-].[Na+] (NaOH). Product: O1CCN(CC1)C1=CC2=C(SC=C2)C=C1 (5-morpholinobenzo[b]thiophene). Yield: 69.3%. As a reaction SMILES: [NH2:1][C:2]1[CH:10]=[CH:9][C:5]2[S:6][CH:7]=[CH:8][C:4]=2[CH:3]=1.Cl[CH2:12][CH2:13][O:14][CH2:15][CH2:16]Cl.[OH-].[Na+]>>[O:14]1[CH2:15][CH2:16][N:1]([C:2]2[CH:10]=[CH:9][C:5]3[S:6][CH:7]=[CH:8][C:4]=3[CH:3]=2)[CH2:12][CH2:13]1 |f:2.3|. Reported procedure: 5-Aminobenzo[b]thiophene (5.4 g, 0.0362 mole), bis-(2-chloroethyl)ether (5.2 g, 0.0364 mole) and 40% aqueous NaOH (0.073 mole) were stirred vigorously and heated to refluxing for 22 hours. The cooled mixture was extracted with CHCl3. Evaporation of the washed and dried CHCl3 extract under reduced pressure left 7.0 g (88%) of the crude product as a slightly oily, dark yellow solid. This material was combined with 1.75 g of comparable crude product from a previous run. Recrystallization from CH3CN...